From a dataset of the Open Reaction Database (ORD), a public repository of structured organic reaction records. describe an organic reaction: reactants, conditions, products, and yield RXN SMILES: [CH3:17][C:18](=[O:19])[OH:20].[CH3:21][CH2:22][OH:23].[F:1][c:2]1[cH:3][c:4]([NH:15][CH3:16])[c:5]([C:9]([CH2:10][S:11]([CH3:12])=[O:13])=[O:14])[cH:6][c:7]1[F:8].[Zn:24]>>[F:1][c:2]1[cH:3][c:4]([NH:15][CH3:16])[c:5]([C:9]([CH3:10])=[O:14])[cH:6][c:7]1[F:8]. Reactants: CC(=O)O, CCO, CNc1cc(F)c(F)cc1C(=O)CS(C)=O, [Zn]. Product: CNc1cc(F)c(F)cc1C(C)=O.